This data is from the Open Reaction Database (ORD), a public repository of structured organic reaction records. The task is: describe an organic reaction: reactants, conditions, products, and yield Reactants: [Na+], C1COCCO1, [OH-], O, CCCCN(CCCC)C(=O)COC(c1ccccc1)(c1ccccc1)C(O)C(=O)OC. Product: CCCCN(CCCC)C(=O)COC(c1ccccc1)(c1ccccc1)C(O)C(=O)O. RXN SMILES: [Na+:34].[O:36]1[CH2:37][CH2:38][O:39][CH2:40][CH2:41]1.[OH-:33].[OH2:35].[OH:1][CH:2]([C:3](=[O:4])[O:5][CH3:6])[C:7]([c:8]1[cH:9][cH:10][cH:11][cH:12][cH:13]1)([c:14]1[cH:15][cH:16][cH:17][cH:18][cH:19]1)[O:20][CH2:21][C:22]([N:23]([CH2:24][CH2:25][CH2:26][CH3:27])[CH2:28][CH2:29][CH2:30][CH3:31])=[O:32]>>[OH:1][CH:2]([C:3](=[O:4])[OH:5])[C:7]([c:8]1[cH:9][cH:10][cH:11][cH:12][cH:13]1)([c:14]1[cH:15][cH:16][cH:17][cH:18][cH:19]1)[O:20][CH2:21][C:22]([N:23]([CH2:24][CH2:25][CH2:26][CH3:27])[CH2:28][CH2:29][CH2:30][CH3:31])=[O:32]. The reactants are NCC=1C(=C(C(=CC1)Cl)OC=1C=C(C#N)C=C(C1)Br)F (3-{[3-(aminomethyl)-6-chloro-2-fluorophenyl]oxy}-5-bromobenzonitrile), C[Zn]C (dimethylzinc). The reagents and catalysts are C=1C=CC(=CC1)[P](C=2C=CC=CC2)(C=3C=CC=CC3)[Pd]([P](C=4C=CC=CC4)(C=5C=CC=CC5)C=6C=CC=CC6)([P](C=7C=CC=CC7)(C=8C=CC=CC8)C=9C=CC=CC9)[P](C=1C=CC=CC1)(C=1C=CC=CC1)C=1C=CC=CC1 (tetrakis(triphenylphosphine)palladium(0)). The solvent is C1CCOC1 (THF). Conditions: temperature 65 celsius. The product is NCC=1C(=C(C(=CC1)Cl)OC=1C=C(C#N)C=C(C1)C)F (3-{[3-(aminomethyl)-6-chloro-2-fluorophenyl]oxy}-5-methylbenzonitrile). The yield is 14.1%. RXN SMILES: [NH2:1][CH2:2][C:3]1[C:4]([F:20])=[C:5]([O:10][C:11]2[CH:12]=[C:13]([CH:16]=[C:17](Br)[CH:18]=2)[C:14]#[N:15])[C:6]([Cl:9])=[CH:7][CH:8]=1.[CH3:21][Zn]C>C1COCC1.C1C=CC([P]([Pd]([P](C2C=CC=CC=2)(C2C=CC=CC=2)C2C=CC=CC=2)([P](C2C=CC=CC=2)(C2C=CC=CC=2)C2C=CC=CC=2)[P](C2C=CC=CC=2)(C2C=CC=CC=2)C2C=CC=CC=2)(C2C=CC=CC=2)C2C=CC=CC=2)=CC=1>[NH2:1][CH2:2][C:3]1[C:4]([F:20])=[C:5]([O:10][C:11]2[CH:12]=[C:13]([CH:16]=[C:17]([CH3:21])[CH:18]=2)[C:14]#[N:15])[C:6]([Cl:9])=[CH:7][CH:8]=1 |^1:32,34,53,72|. Reported procedure: 3-{[3-(aminomethyl)-6-chloro-2-fluorophenyl]oxy}-5-bromobenzonitrile (0.200 g, 0.562 mmol) and tetrakis(triphenylphosphine)palladium(0) (0.065 g, 0.056 mmol) were combined in THF (4 mL) and treated with dimethylzinc (1 M in heptane) (1.125 mL, 1.125 mmol) with stirring under an inert atmosphere. The reaction mixture was heated to 65° C. and stirred for 1 h. The reaction mixture was concentrated to dryness, partitioned between EtOAc and saturated aqueous NaHCO3, the organic phase was isolated, dr... The reactants are C(#N)C=1C(=CC(=C(C(=O)OC)C1)C1CC1)C (methyl 5-cyano-2-cyclopropyl-4-methylbenzoate), C(#N)C=1C(=CC(=C(C(=O)OC)C1)C1CC1)C (methyl 5-cyano-2-cyclopropyl-4-methylbenzoate), P(=S)([S-])(OCC)OCC (O,O′-diethyl dithiophosphate). Run in O1CCCC1 (tetrahydrofuran), O (water). Run at temperature 80 celsius, time 8 hour. Product: C(N)(=S)C=1C(=CC(=C(C(=O)OC)C1)C1CC1)C (methyl 5-carbamothioyl-2-cyclopropyl-4-methylbenzoate). Isolated yield 43.6%. As a reaction SMILES: [C:1]([C:3]1[C:4]([CH3:16])=[CH:5][C:6]([CH:13]2[CH2:15][CH2:14]2)=[C:7]([CH:12]=1)[C:8]([O:10][CH3:11])=[O:9])#[N:2].P(OCC)(OCC)([S-])=[S:18]>O1CCCC1.O>[C:1]([C:3]1[C:4]([CH3:16])=[CH:5][C:6]([CH:13]2[CH2:15][CH2:14]2)=[C:7]([CH:12]=1)[C:8]([O:10][CH3:11])=[O:9])(=[S:18])[NH2:2]. Procedure details: To a round-bottom flask, was added a solution of methyl 5-cyano-2-cyclopropyl-4-methylbenzoate (compound 190.3, 220 mg, 0.920 mmol, 1.00 equiv, 90%) in tetrahydrofuran (6 mL). A solution of O,O′-diethyl dithiophosphate (300 mg, 1.61 mmol, 2.00 equiv) in water (1.5 mL) was added to the solution, and the resulting mixture was stirred overnight at 80° C. in an oil bath (CAUTION: significant gas evolution occurs—this and all other reactions described herein should be carried out in well ventilated f... Starting materials: CC(C(=O)OCC)(C)C=1C=NC=NC1 (ethyl 2-methyl-2-(5-pyrimidinyl)propionate), [OH-].[Li+] (lithium hydroxide), C1CCOC1 (THF). Run in C(C)(=O)O (acetic acid). Yields the product CC(C(=O)[O-])(C)C=1C=NC=NC1.[Li+] (lithium 2-methyl-2-(5-pyrimidinyl)propionate). RXN SMILES: [CH3:1][C:2]([C:9]1[CH:10]=[N:11][CH:12]=[N:13][CH:14]=1)([CH3:8])[C:3]([O:5]CC)=[O:4].[OH-].[Li+:16].C1COCC1>C(O)(=O)C>[CH3:8][C:2]([C:9]1[CH:14]=[N:13][CH:12]=[N:11][CH:10]=1)([CH3:1])[C:3]([O-:5])=[O:4].[Li+:16] |f:1.2,5.6|. Reported procedure: A mixture of ethyl 2-methyl-2-(5-pyrimidinyl)propionate (4.64 g), 1.0N lithium hydroxide (26 mL) and THF (100 mL) was heated to reflux under argon for 26 h. The mixture was allowed to cool, adjusted to pH 7 with acetic acid, and concentrated to dryness to give 4.11 g of lithium 2-methyl-2-(5-pyrimidinyl)propionate as a pale solid.